Dataset: the Open Reaction Database (ORD), a public repository of structured organic reaction records. Task: describe an organic reaction: reactants, conditions, products, and yield Reactants: C(C)(C)(C)C=1C=C(C=CC1)NC1=NC(=NC=C1F)Cl (N4-(3-tert-butylphenyl)-2-chloro-5-fluoro-4-pyrimidineamine), COC(=O)C=1OC2=C(C1)C=C(C=C2)N (2-methoxycarbonyl-5-aminobenzofuran). Product: C(C)(C)(C)C=1C=C(C=CC1)NC1=NC(=NC=C1F)NC=1C=CC2=C(C=C(O2)C(=O)OC)C1 (N4-(3-tert-butylphenyl)-5-fluoro-N2-(2-methoxycarbonylbenzofur-5-yl)-2,4-pyrimidinediamine). Reaction SMILES: [C:1]([C:5]1[CH:6]=[C:7]([NH:11][C:12]2[C:17]([F:18])=[CH:16][N:15]=[C:14](Cl)[N:13]=2)[CH:8]=[CH:9][CH:10]=1)([CH3:4])([CH3:3])[CH3:2].[CH3:20][O:21][C:22]([C:24]1[O:25][C:26]2[CH:32]=[CH:31][C:30]([NH2:33])=[CH:29][C:27]=2[CH:28]=1)=[O:23]>>[C:1]([C:5]1[CH:6]=[C:7]([NH:11][C:12]2[C:17]([F:18])=[CH:16][N:15]=[C:14]([NH:33][C:30]3[CH:31]=[CH:32][C:26]4[O:25][C:24]([C:22]([O:21][CH3:20])=[O:23])=[CH:28][C:27]=4[CH:29]=3)[N:13]=2)[CH:8]=[CH:9][CH:10]=1)([CH3:4])([CH3:3])[CH3:2]. Procedure details: In like manner to the preparation of N4-(3,4-ethylenedioxyphenyl)-5-fluoro-N2-(3-hyroxyphenyl)-2,4-pyrimidinediamine, N4-(3-tert-butylphenyl)-2-chloro-5-fluoro-4-pyrimidineamine and 2-methoxycarbonyl-5-aminobenzofuran were reacted to give N4-(3-tert-butylphenyl)-5-fluoro-N2-(2-methoxycarbonylbenzofur-5-yl)-2,4-pyrimidinediamine. LCMS: retn, time: 26.76 min.; purity: 97%; MS (m/e): 435 (MH+); 1H NMR (DMSO-d6): δ 9.41 (2H, sl), 8.27 (1H, s), 8.21 (1H, d, J 3.9 Hz), 7.98 (1H, m), 7.77–7.60 (3H, m),... Reaction SMILES: [Cl:1][C:2]1[CH:10]=[C:9]2[C:5]([CH2:6][C:7](=[O:11])[NH:8]2)=[CH:4][CH:3]=1.[Cl:12][C:13]1[CH:14]=[CH:15][C:16]([F:21])=[C:17]([CH:20]=1)[CH:18]=O>>[Cl:1][C:2]1[CH:10]=[C:9]2[C:5]([C:6](=[CH:18][C:17]3[CH:20]=[C:13]([Cl:12])[CH:14]=[CH:15][C:16]=3[F:21])[C:7](=[O:11])[NH:8]2)=[CH:4][CH:3]=1. Procedure: In a manner similar to the methods described in Examples 1a and 1b, 6-chloro-1,3-dihydro-indol-2-one (Aldrich) reacted with 5-chloro-2-fluoro-benzaldehyde to give 6-chloro-3-[1-(5-chloro-2-fluoro-phenyl)-methylidene]-2-oxo-2,3-dihydro-indole, which was subsequently protected with (t-BuOCO)2O and DMAP. Yields the product ClC1=CC=C2C(C(NC2=C1)=O)=CC1=C(C=CC(=C1)Cl)F (6-chloro-3-[1-(5-chloro-2-fluoro-phenyl)-methylidene]-2-oxo-2,3-dihydro-indole). The reactants are 1b, ClC1=CC=C2CC(NC2=C1)=O (6-chloro-1,3-dihydro-indol-2-one), ClC=1C=CC(=C(C=O)C1)F (5-chloro-2-fluoro-benzaldehyde). Reactants: [Cl-].[Na+] (sodium chloride), [K] (potassium), CC1=CC=C(O1)C(O)C(C=C)C (5-methyl-2-furyl-(α-methylallyl)-carbinol), P(O)(O)(O)=O (phosphoric acid). The solvent is O (water). Run at time 55 minute. Yields the product CC(C=C)C=1C(CC(C1C)O)=O (2-(α-methylallyl)-3-methyl-4-hydroxy-2-cyclopentenone). Reaction SMILES: [K].P(=O)(O)(O)[OH:3].[CH3:7][C:8]1[O:12][C:11]([CH:13]([CH:15]([CH3:18])[CH:16]=[CH2:17])O)=[CH:10][CH:9]=1.[Cl-].[Na+]>O>[CH3:18][CH:15]([C:13]1[C:11](=[O:12])[CH2:10][CH:9]([OH:3])[C:8]=1[CH3:7])[CH:16]=[CH2:17] |f:3.4,^1:0|. Reported procedure: A buffer solution was prepared by dissolving potassium secondary phosphate (4 g) in water (800 ml) and adjusting the pH value to 7.5 (25° C.) with phosphoric acid. In a reaction vessel, 5-methyl-2-furyl-(α-methylallyl)-carbinol (20 g) and the entire amount of the buffer solution as prepared above were charged, and the temperature was elevated up to 180° C. in 55 minutes while stirring. The mixture was stirred at the same temperature for 5 hours, the inner pressure at this time being 9 kg/cm2. Af... Product: NC1CCN(CCc2ccc(NC(=O)CC(=O)c3ccc(-c4ccccc4)cc3)cc2Cl)CC1. RXN SMILES: [C:1]([O:2][C:3](=[O:4])[NH:8][CH:9]1[CH2:10][CH2:11][N:12]([CH2:15][CH2:16][c:17]2[c:18]([Cl:41])[cH:19][c:20]([NH:23][C:24]([CH2:25][C:26](=[O:27])[c:28]3[cH:29][cH:30][c:31](-[c:34]4[cH:35][cH:36][cH:37][cH:38][cH:39]4)[cH:32][cH:33]3)=[O:40])[cH:21][cH:22]2)[CH2:13][CH2:14]1)([CH3:5])([CH3:6])[CH3:7].[C:49](=[O:50])([O-:51])[OH:52].[CH2:54]([Cl:55])[Cl:56].[Na+:53].[OH:42][C:43]([C:44]([F:45])([F:46])[F:47])=[O:48]>>[NH2:8][CH:9]1[CH2:10][CH2:11][N:12]([CH2:15][CH2:16][c:17]2[c:18]([Cl:41])[cH:19][c:20]([NH:23][C:24]([CH2:25][C:26](=[O:27])[c:28]3[cH:29][cH:30][c:31](-[c:34]4[cH:35][cH:36][cH:37][cH:38][cH:39]4)[cH:32][cH:33]3)=[O:40])[cH:21][cH:22]2)[CH2:13][CH2:14]1. The reactants are CC(C)(C)OC(=O)NC1CCN(CCc2ccc(NC(=O)CC(=O)c3ccc(-c4ccccc4)cc3)cc2Cl)CC1, O=C([O-])O, ClCCl, [Na+], O=C(O)C(F)(F)F. The reactants are ClC1=C(NC2=NC=CC=C21)C (3-chloro-2-methyl pyrrolo [2,3-b]pyridine), BrCCC1=CC=CC=C1 ((2bromoethyl)benzene), C(C)(=O)OCC (ethyl acetate). Run in CN(C=O)C (dimethylformamid). Yields the product Br.ClC1=C(N=C2N(C=CC=C21)CCC2=CC=CC=C2)C (3 -chloro-2-methyl-7-(2-phenylethyl)pyrrolo[2,3-b]pyridine hydrobromide). Yield: 50.2%. As a reaction SMILES: [Cl:1][C:2]1[C:10]2[C:5](=[N:6][CH:7]=[CH:8][CH:9]=2)[NH:4][C:3]=1[CH3:11].[Br:12][CH2:13][CH2:14][C:15]1[CH:20]=[CH:19][CH:18]=[CH:17][CH:16]=1.C(OCC)(=O)C>CN(C)C=O>[BrH:12].[Cl:1][C:2]1[C:10]2[C:5]([N:6]([CH2:13][CH2:14][C:15]3[CH:20]=[CH:19][CH:18]=[CH:17][CH:16]=3)[CH:7]=[CH:8][CH:9]=2)=[N:4][C:3]=1[CH3:11] |f:4.5|. Procedure: A solution of 28.4 mg (0.17 mmol) of 3-chloro-2-methyl pyrrolo [2,3-b]pyridine and 36 mg (0.2mmol) of (2bromoethyl)benzene in 0.4 ml of dimethylformamid was heated at 80° C. for 20 h. The solvent was evaporated. The solid that formed was treated with ethyl acetate and isolated by filtration to give 30 mg (50%) of 3 -chloro-2-methyl-7-(2-phenylethyl)pyrrolo[2,3-b]pyridine hydrobromide. The reactants are O=C([O-])[O-], CC(C)(C)O, CC(C)c1cc(C(C)C)c(-c2ccccc2P(C2CCCCC2)C2CCCCC2)c(C(C)C)c1, Nc1ccc([N+](=O)[O-])cc1Cl, Clc1ccnc2[nH]ccc12, [K+], [K+], O=C(C=Cc1ccccc1)C=Cc1ccccc1, O=C(C=Cc1ccccc1)C=Cc1ccccc1, O=C(C=Cc1ccccc1)C=Cc1ccccc1, [Pd], [Pd]. Yields the product O=[N+]([O-])c1ccc(Nc2ccnc3[nH]ccc23)c(Cl)c1. As a reaction SMILES: [C:56](=[O:57])([O-:58])[O-:59].[CH3:118][C:119]([OH:120])([CH3:121])[CH3:122].[CH:22]1([P:23]([CH:24]2[CH2:25][CH2:26][CH2:27][CH2:28][CH2:29]2)[c:30]2[cH:31][cH:32][cH:33][cH:34][c:35]2-[c:36]2[c:37]([CH:38]([CH3:39])[CH3:40])[cH:41][c:42]([CH:43]([CH3:44])[CH3:45])[cH:46][c:47]2[CH:48]([CH3:49])[CH3:50])[CH2:51][CH2:52][CH2:53][CH2:54][CH2:55]1.[Cl:11][c:12]1[c:13]([NH2:14])[cH:15][cH:16][c:17]([N+:19](=[O:20])[O-:21])[cH:18]1.[Cl:1][c:2]1[c:3]2[c:4]([n:5][cH:6][cH:7]1)[nH:8][cH:9][cH:10]2.[K+:60].[K+:61].[O:100]=[C:101]([CH:102]=[CH:103][c:104]1[cH:105][cH:106][cH:107][cH:108][cH:109]1)[CH:110]=[CH:111][c:112]1[cH:113][cH:114][cH:115][cH:116][cH:117]1.[O:64]=[C:65]([CH:66]=[CH:67][c:68]1[cH:69][cH:70][cH:71][cH:72][cH:73]1)[CH:74]=[CH:75][c:76]1[cH:77][cH:78][cH:79][cH:80][cH:81]1.[O:82]=[C:83]([CH:84]=[CH:85][c:86]1[cH:87][cH:88][cH:89][cH:90][cH:91]1)[CH:92]=[CH:93][c:94]1[cH:95][cH:96][cH:97][cH:98][cH:99]1.[Pd:62].[Pd:63]>>[c:2]1([NH:14][c:13]2[c:12]([Cl:11])[cH:18][c:17]([N+:19](=[O:20])[O-:21])[cH:16][cH:15]2)[c:3]2[c:4]([n:5][cH:6][cH:7]1)[nH:8][cH:9][cH:10]2. Starting materials: C(\C=C\C(=O)O)(=O)O.N1=CC(=CC=C1)N1CCNCCC1 (1-(3-Pyridyl)-Homopiperazine Fumaric Acid Salt), N1=CC(=CC=C1)N1CCN(CCC1)C(=O)OC(C)(C)C (1-(3-pyridyl)-4-tert-butoxycarbonylhomopiperazine), FC(C(=O)O)(F)F (trifluoroacetic acid), C(C1=CC=CC=C1)N1CCN(CCC1)C=1C=NC=CC1 (4-benzyl-1-(3-pyridyl)-homopiperazine), C(C1=CC=CC=C1)N1CCN(CCC1)C=1C=NC=CC1 (4-benzyl-1-(3-pyridyl)-homopiperazine), C(C1=CC=CC=C1)N1CCN(CCC1)C=1C=NC=CC1 (4-benzyl-1-(3-pyridyl)-homopiperazine). Run in CO (methanol), C(C)OCC (diethyl ether), ClCCl (dichloromethane). Yields the product C(\C=C\C(=O)O)(=O)O.C(C)OC=1C=C(C=NC1)N1CCN(CCC1)CC (1-(5-Ethoxy-3-Pyridyl)-4-Ethyl-Homopiperazine Fumaric Acid Salt), C(\C=C\C(=O)O)(=O)O.C(C)OC=1C=C(C=NC1)N1CCN(CCC1)CCC (1-(5-Ethoxy-3-Pyridyl)-4-Propyl-Homopiperazine Fumaric Acid Salt), C(\C=C\C(=O)O)(=O)O.C(C)OC=1C=C(C=NC1)N1CCN(CCC1)CC=C (1-(5-Ethoxy-3-Pyridyl)-4-(Prop-2-En-1-Yl)-Homopiperazine Fumaric Acid Salt), C(\C=C\C(=O)O)(=O)O (fumaric acid). Reaction SMILES: [CH2:1]([N:8]1[CH2:14][CH2:13][CH2:12][N:11]([C:15]2[CH:16]=[N:17][CH:18]=[CH:19][CH:20]=2)[CH2:10][CH2:9]1)[C:2]1[CH:7]=CC=CC=1.[C:21]([OH:28])(=[O:27])/[CH:22]=[CH:23]/[C:24]([OH:26])=[O:25].N1C=CC=C(N2CCCNCC2)C=1.N1C=CC=C(N2CCCN(C([O:57][C:58](C)(C)[CH3:59])=O)CC2)C=1.F[C:63](F)(F)[C:64](O)=[O:65]>CO.C(OCC)C.ClCCl>[C:21]([OH:28])(=[O:27])/[CH:22]=[CH:23]/[C:24]([OH:26])=[O:25].[CH2:58]([O:57][C:19]1[CH:20]=[C:15]([N:11]2[CH2:12][CH2:13][CH2:14][N:8]([CH2:1][CH3:2])[CH2:9][CH2:10]2)[CH:16]=[N:17][CH:18]=1)[CH3:59].[C:21]([OH:28])(=[O:27])/[CH:22]=[CH:23]/[C:24]([OH:26])=[O:25].[CH2:64]([O:65][C:19]1[CH:20]=[C:15]([N:11]2[CH2:12][CH2:13][CH2:14][N:8]([CH2:1][CH2:2][CH3:7])[CH2:9][CH2:10]2)[CH:16]=[N:17][CH:18]=1)[CH3:63].[C:21]([OH:28])(=[O:27])/[CH:22]=[CH:23]/[C:24]([OH:26])=[O:25].[CH2:24]([O:25][C:19]1[CH:20]=[C:15]([N:11]2[CH2:12][CH2:13][CH2:14][N:8]([CH2:1][CH:2]=[CH2:7])[CH2:9][CH2:10]2)[CH:16]=[N:17][CH:18]=1)[CH3:23].[C:21]([OH:28])(=[O:27])/[CH:22]=[CH:23]/[C:24]([OH:26])=[O:25] |f:1.2,8.9,10.11,12.13|. Procedure: A solution of 1-(3-pyridyl)-homopiperazine (0.42 g, 2.4 mmol), formic acid (3.3 g, 71.7 mmol), formaldehyde (2.1 g, 37%) and water (10 ml) was stirred at reflux for 15 hours. The mixture was evaporated and sodium hydroxide (15 ml, 4 M) was added and the product was extracted two times with ethyl acetate (15 ml). The product was obtained as an oil. Yield 0.46 g, 100%. 3,5-Bis-(N,N′-Homopiperazinyl)-Pyridine Fumaric Acid Salt (Compound 2A2) Was prepared according to method A from 1-[5-(1-(4-tert- ... Reactants: CNCCC#CC1=NC=CC=C1 (N-methyl-4-(pyridin-2-yl)but-3-yn-1-amine), CC=1C=C(C(=O)Cl)C=CC1 (3-methylbenzoyl chloride). The product is CN(C(C1=CC(=CC=C1)C)=O)CCC#CC1=NC=CC=C1 (N,3-dimethyl-N-(4-(pyridin-2-yl)but-3-ynyl)benzamide). Yield: 29.0%. RXN SMILES: [CH3:1][NH:2][CH2:3][CH2:4][C:5]#[C:6][C:7]1[CH:12]=[CH:11][CH:10]=[CH:9][N:8]=1.[CH3:13][C:14]1[CH:15]=[C:16]([CH:20]=[CH:21][CH:22]=1)[C:17](Cl)=[O:18]>>[CH3:1][N:2]([CH2:3][CH2:4][C:5]#[C:6][C:7]1[CH:12]=[CH:11][CH:10]=[CH:9][N:8]=1)[C:17](=[O:18])[C:16]1[CH:20]=[CH:21][CH:22]=[C:14]([CH3:13])[CH:15]=1. Reported procedure: The title compound was prepared in accordance with the general method of Example 199(D), from N-methyl-4-(pyridin-2-yl)but-3-yn-1-amine (50 mg, 0.31 mmol) and 3-methylbenzoyl chloride (58 mg, 0.37 mmol). The crude residue was purified over silicagel chromatography (prepacked 10 g silicagel column, DCM/MeOH: from 100/0 to 98/2 as eluent) to afford 25 mg of N,3-dimethyl-N-(4-(pyridin-2-yl)but-3-ynyl)benzamide as a yellow pale oil (Yield: 29%). Starting materials: C1CCOC1, COc1ccc2[nH]c(C=CC(=O)OCc3ccccc3)cc2c1, O=C1C=CC(=O)N1. Yields the product COc1ccc2[nH]c3c(c2c1)C1C(=O)NC(=O)C1C(C(=O)OCc1ccccc1)C3. RXN SMILES: [CH2:31]1[O:32][CH2:33][CH2:34][CH2:35]1.[CH3:8][O:9][c:10]1[cH:11][c:12]2[cH:13][c:14]([CH:19]=[CH:20][C:21](=[O:22])[O:23][CH2:24][c:25]3[cH:26][cH:27][cH:28][cH:29][cH:30]3)[nH:15][c:16]2[cH:17][cH:18]1.[O:1]=[C:2]1[NH:3][C:4](=[O:5])[CH:6]=[CH:7]1>>[O:1]=[C:2]1[NH:3][C:4](=[O:5])[CH:6]2[CH:7]1[CH:20]([C:21](=[O:22])[O:23][CH2:24][c:25]1[cH:26][cH:27][cH:28][cH:29][cH:30]1)[CH2:19][c:14]1[c:13]2[c:12]2[cH:11][c:10]([O:9][CH3:8])[cH:18][cH:17][c:16]2[nH:15]1. Reaction SMILES: [F:1][C:2]([F:18])([F:17])[C:3]1[CH:16]=[C:6]2[C:7]([CH:13]([OH:15])[CH3:14])=[CH:8][CH:9]=[C:10]([O:11][CH3:12])[N:5]2[N:4]=1>ClCCl.[O-2].[O-2].[Mn+4]>[C:13]([C:7]1[C:6]2[N:5]([N:4]=[C:3]([C:2]([F:1])([F:18])[F:17])[CH:16]=2)[C:10]([O:11][CH3:12])=[CH:9][CH:8]=1)(=[O:15])[CH3:14] |f:2.3.4|. Reaction conditions: time 16 hour. Run in ClCCl (dichloromethane). Product: C(C)(=O)C=1C=2N(C(=CC1)OC)N=C(C2)C(F)(F)F (4-acetyl-2-trifluoromethyl-7-methoxy-pyrazolo[1,5-a]pyridine). The yield is 66.4%. The reagents and catalysts are [O-2].[O-2].[Mn+4] (manganese dioxide), [O-2].[O-2].[Mn+4] (manganese dioxide), [O-2].[O-2].[Mn+4] (manganese dioxide), [O-2].[O-2].[Mn+4] (manganese dioxide). Reactants: FC(C1=NN2C(C(=CC=C2OC)C(C)O)=C1)(F)F (2-trifluoromethyl-4-(1-hydroxyethyl)-7-methoxy-pyrazolo[1,5-a]pyridine). Procedure: The compound of Example 134 (1.64 g) was dissolved in dichloromethane (30.0 mL). To this solution, activated manganese dioxide (5.48 g) was added and the mixture was stirred at room temperature for 16 hours. Subsequently, a second portion of activated manganese dioxide (5.48 g) was added and the mixture was stirred at room temperature for 10 hours. A third portion of activated manganese dioxide (5.48 g) was then added and the mixture was stirred at room temperature for 10.5 hours. Finally, a fou...